From a dataset of the Open Reaction Database (ORD), a public repository of structured organic reaction records. describe an organic reaction: reactants, conditions, products, and yield Starting materials: ClCCOS(=O)(=O)C1=CC=CC=C1 (benzene sulfonic acid 2-chloro-ethyl ester), [H-].[Na+] (Sodium hydride), oil, C(C)OC(CC1=C(C=CC=C1)O)=O (2-hydroxy-phenyl-acetic acid ethyl ester). Run in CN(C=O)C (dimethylformamide), CN(C=O)C (dimethylformamide). Reaction conditions: temperature 100 celsius. Yields the product C(C)OC(CC1=C(C=CC=C1)OCCCl)=O ([2-(2-chloro-ethoxy)-phenyl]-acetic acid ethyl ester). The yield is 53.6%. As a reaction SMILES: [H-].[Na+].[CH2:3]([O:5][C:6](=[O:15])[CH2:7][C:8]1[CH:13]=[CH:12][CH:11]=[CH:10][C:9]=1[OH:14])[CH3:4].[Cl:16][CH2:17][CH2:18]OS(C1C=CC=CC=1)(=O)=O>CN(C)C=O>[CH2:3]([O:5][C:6](=[O:15])[CH2:7][C:8]1[CH:13]=[CH:12][CH:11]=[CH:10][C:9]=1[O:14][CH2:18][CH2:17][Cl:16])[CH3:4] |f:0.1|. Reported procedure: 50% Sodium hydride in mineral oil (8.11 g, 169 mmol) was added portionwise to a solution of 2-hydroxy-phenyl-acetic acid ethyl ester (30.4 g, 169 mmol) in dimethylformamide (100 ml). After the initial effervescence had ended the reaction was heated to 100° C. for 10 minutes and was cooled to room temperature. A solution of benzene sulfonic acid 2-chloro-ethyl ester (37.2 g, 169 mmol) in dimethylformamide (5 ml) was then added and the reaction was heated to 100° C. for one hour, and allowed to co... Reactants: CCNC(=O)n1ccc2cc(Oc3ccnc(NC(=O)N4CCC(N5CCCC5)CC4)c3)ccc21, C1COCCN1, CN(C)C=O, CCOCC. Yields the product CCNC(=O)n1ccc2cc(Oc3ccnc(NC(=O)N4CCOCC4)c3)ccc21. RXN SMILES: [CH2:12]([CH3:13])[NH:14][C:15](=[O:16])[n:17]1[cH:18][cH:19][c:20]2[cH:21][c:22]([O:26][c:27]3[cH:28][c:29]([NH:33][C:34](=[O:35])[N:36]4[CH2:37][CH2:38][CH:39]([N:40]5[CH2:41][CH2:42][CH2:43][CH2:44]5)[CH2:45][CH2:46]4)[n:30][cH:31][cH:32]3)[cH:23][cH:24][c:25]12.[CH2:6]1[CH2:7][O:8][CH2:9][CH2:10][NH:11]1.[CH3:1][N:2]([CH3:3])[CH:4]=[O:5].[CH3:47][CH2:48][O:49][CH2:50][CH3:51]>>[CH2:6]1[CH2:7][O:8][CH2:9][CH2:10][N:11]1[C:34]([NH:33][c:29]1[cH:28][c:27]([O:26][c:22]2[cH:21][c:20]3[cH:19][cH:18][n:17]([C:15]([NH:14][CH2:12][CH3:13])=[O:16])[c:25]3[cH:24][cH:23]2)[cH:32][cH:31][n:30]1)=[O:35]. Reactants: CCO, COc1ccc([N+](=O)[O-])c(C(=O)O)c1OC. The product is COc1ccc(N)c(C(=O)O)c1OC. Reaction SMILES: [CH3:17][CH2:18][OH:19].[N+:1]([O-:2])(=[O:3])[c:4]1[cH:5][cH:6][c:7]([O:15][CH3:16])[c:8]([O:13][CH3:14])[c:9]1[C:10](=[O:11])[OH:12]>>[NH2:1][c:4]1[cH:5][cH:6][c:7]([O:15][CH3:16])[c:8]([O:13][CH3:14])[c:9]1[C:10](=[O:11])[OH:12]. The reactants are CO, [Na+], C1CCOC1, [OH-], COC(=O)c1cc(OC)cc(-c2nc(-c3ccccn3)no2)c1. The product is COc1cc(C(=O)O)cc(-c2nc(-c3ccccn3)no2)c1. Reaction SMILES: [CH3:31][OH:32].[Na+:25].[O:26]1[CH2:27][CH2:28][CH2:29][CH2:30]1.[OH-:24].[n:1]1[c:2](-[c:7]2[n:8][o:9][c:10](-[c:12]3[cH:13][c:14]([C:20](=[O:21])[O:22][CH3:23])[cH:15][c:16]([O:18][CH3:19])[cH:17]3)[n:11]2)[cH:3][cH:4][cH:5][cH:6]1>>[n:1]1[c:2](-[c:7]2[n:8][o:9][c:10](-[c:12]3[cH:13][c:14]([C:20](=[O:21])[OH:22])[cH:15][c:16]([O:18][CH3:19])[cH:17]3)[n:11]2)[cH:3][cH:4][cH:5][cH:6]1. Reactants: CC1(OB(OC1(C)C)C=1C=C2CCC(C2=CC1)(O)CC=1N(C=C(N1)CC1(CC1)C(F)(F)F)C(C1=CC=CC=C1)(C1=CC=CC=C1)C1=CC=CC=C1)C (5-(4,4,5,5-tetramethyl-1,3,2-dioxaborolan-2-yl)-1-[(4-{[1-(trifluoromethyl)cyclopropyl]methyl}-1-trityl-1H-imidazol-2-yl)methyl]indan-1-ol), C([O-])([O-])=O.[K+].[K+] (potassium carbonate), BrC1=NC=C(C=C1)F (2-bromo-5-fluoropyridine). Reagents/catalysts: C=1C=CC(=CC1)[P](C=2C=CC=CC2)(C=3C=CC=CC3)[Pd]([P](C=4C=CC=CC4)(C=5C=CC=CC5)C=6C=CC=CC6)([P](C=7C=CC=CC7)(C=8C=CC=CC8)C=9C=CC=CC9)[P](C=1C=CC=CC1)(C=1C=CC=CC1)C=1C=CC=CC1 (Pd(PPh3)4). Run in CO.C1(=CC=CC=C1)C (methanol toluene). Reaction conditions: temperature 90 celsius, time 2 hour. Yields the product FC=1C=CC(=NC1)C=1C=C2CCC(C2=CC1)(O)CC=1N(C=C(N1)CC1(CC1)C(F)(F)F)C(C1=CC=CC=C1)(C1=CC=CC=C1)C1=CC=CC=C1 (5-(5-fluoropyridin-2-yl)-1-[(4-{[1-(trifluoromethyl)cyclopropyl]methyl}-1-trityl-1H-imidazol-2-yl)methyl]indan-1-ol). As a reaction SMILES: CC1(C)C(C)(C)OB([C:9]2[CH:10]=[C:11]3[C:15](=[CH:16][CH:17]=2)[C:14]([CH2:19][C:20]2[N:21]([C:33]([C:46]4[CH:51]=[CH:50][CH:49]=[CH:48][CH:47]=4)([C:40]4[CH:45]=[CH:44][CH:43]=[CH:42][CH:41]=4)[C:34]4[CH:39]=[CH:38][CH:37]=[CH:36][CH:35]=4)[CH:22]=[C:23]([CH2:25][C:26]4([C:29]([F:32])([F:31])[F:30])[CH2:28][CH2:27]4)[N:24]=2)([OH:18])[CH2:13][CH2:12]3)O1.C(=O)([O-])[O-].[K+].[K+].Br[C:60]1[CH:65]=[CH:64][C:63]([F:66])=[CH:62][N:61]=1>CO.C1(C)C=CC=CC=1.C1C=CC([P]([Pd]([P](C2C=CC=CC=2)(C2C=CC=CC=2)C2C=CC=CC=2)([P](C2C=CC=CC=2)(C2C=CC=CC=2)C2C=CC=CC=2)[P](C2C=CC=CC=2)(C2C=CC=CC=2)C2C=CC=CC=2)(C2C=CC=CC=2)C2C=CC=CC=2)=CC=1>[F:66][C:63]1[CH:64]=[CH:65][C:60]([C:9]2[CH:10]=[C:11]3[C:15](=[CH:16][CH:17]=2)[C:14]([CH2:19][C:20]2[N:21]([C:33]([C:34]4[CH:39]=[CH:38][CH:37]=[CH:36][CH:35]=4)([C:40]4[CH:45]=[CH:44][CH:43]=[CH:42][CH:41]=4)[C:46]4[CH:47]=[CH:48][CH:49]=[CH:50][CH:51]=4)[CH:22]=[C:23]([CH2:25][C:26]4([C:29]([F:31])([F:30])[F:32])[CH2:28][CH2:27]4)[N:24]=2)([OH:18])[CH2:13][CH2:12]3)=[N:61][CH:62]=1 |f:1.2.3,5.6,^1:79,81,100,119|. Reported procedure: Pd(PPh3)4 (264 mg, 0.23 mmol) was added to a degassed solution of 5-(4,4,5,5-tetramethyl-1,3,2-dioxaborolan-2-yl)-1-[(4-{[1-(trifluoromethyl)cyclopropyl]methyl}-1-trityl-1H-imidazol-2-yl)methyl]indan-1-ol (1.61 g, 2.29 mmol), potassium carbonate (411 mg, 2.97 mmol), and 2-bromo-5-fluoropyridine (483 mg, 2.74 mmol) in methanol/toluene (5 mL/50 mL). The solution was stirred at 90° C. for 2 h. The solvent was removed in vacuo and the residue was redissolved in EtOAc (200 mL). The solution was washe... The reactants are OC1=CC=2CC[C@H]3[C@@H]4CC[C@@H]([C@@]4(C)C[C@@H]([C@@H]3C2C=C1)CCCCCCCCCC(C(=O)OCC)CCC(C(C(C(F)(F)F)(F)F)(F)F)(F)F)O (Ethyl 11-(3,17β-dihydroxyestra-1,3,5(10)-trien-11β-yl)-2-(3,3,4,4,5,5,6,6,6-nonafluorohexyl)undecanoate), Cl (hydrochloric acid), [OH-].[Na+] (NaOH). The solvent is C(C)O (ethanol), O (water). Reaction conditions: temperature 60 celsius. The product is OC1=CC=2CC[C@H]3[C@@H]4CC[C@@H]([C@@]4(C)C[C@@H]([C@@H]3C2C=C1)CCCCCCCCCC(C(=O)O)CCC(C(C(C(F)(F)F)(F)F)(F)F)(F)F)O (11-(3,17β-dihydroxyestra-1,3,5(10)-trien-11β-yl)-2-(3,3,4,4,5,5,6,6,6-nonafluorohexyl)undecanoic acid). Isolated yield 83.7%. As a reaction SMILES: [OH:1][C:2]1[CH:19]=[CH:18][C:17]2[C@@H:16]3[C@H:7]([C@H:8]4[C@@:12]([CH2:14][C@@H:15]3[CH2:20][CH2:21][CH2:22][CH2:23][CH2:24][CH2:25][CH2:26][CH2:27][CH2:28][CH:29]([CH2:35][CH2:36][C:37]([F:49])([F:48])[C:38]([F:47])([F:46])[C:39]([F:45])([F:44])[C:40]([F:43])([F:42])[F:41])[C:30]([O:32]CC)=[O:31])([CH3:13])[C@@H:11]([OH:50])[CH2:10][CH2:9]4)[CH2:6][CH2:5][C:4]=2[CH:3]=1.[OH-].[Na+].Cl>C(O)C.O>[OH:1][C:2]1[CH:19]=[CH:18][C:17]2[C@@H:16]3[C@H:7]([C@H:8]4[C@@:12]([CH2:14][C@@H:15]3[CH2:20][CH2:21][CH2:22][CH2:23][CH2:24][CH2:25][CH2:26][CH2:27][CH2:28][CH:29]([CH2:35][CH2:36][C:37]([F:48])([F:49])[C:38]([F:46])([F:47])[C:39]([F:44])([F:45])[C:40]([F:41])([F:42])[F:43])[C:30]([OH:32])=[O:31])([CH3:13])[C@@H:11]([OH:50])[CH2:10][CH2:9]4)[CH2:6][CH2:5][C:4]=2[CH:3]=1 |f:1.2|. Procedure details: Ethyl 11-(3,17β-dihydroxyestra-1,3,5(10)-trien-11β-yl)-2-(3,3,4,4,5,5,6,6,6-nonafluorohexyl)undecanoate (747 mg, 1.02 mmol) was dissolved in a mixed solvent of ethanol (5 ml) and water (5 ml). To this solution, NaOH (82 mg, 2.04 mmol) was added, and the resulting mixture was heated for 15 hours at 60° C. After cooling, 2N aqueous hydrochloric acid was added to the reaction mixture, which was then extracted with ethyl acetate. The organic layer was washed with saturated aqueous sodium chloride, d...